From a dataset of the Open Reaction Database (ORD), a public repository of structured organic reaction records. describe an organic reaction: reactants, conditions, products, and yield Reaction SMILES: C([O:5][C:6](=[O:24])[CH:7]([C:16]1[CH:21]=[CH:20][C:19]([OH:22])=[CH:18][C:17]=1[OH:23])[NH:8][C:9]([O:11][C:12]([CH3:15])([CH3:14])[CH3:13])=[O:10])CCC.CO.C(=O)(O)[O-].[Na+]>O>[C:12]([O:11][C:9]([NH:8][CH:7]([C:16]1[CH:21]=[CH:20][C:19]([OH:22])=[CH:18][C:17]=1[OH:23])[C:6]([OH:24])=[O:5])=[O:10])([CH3:15])([CH3:13])[CH3:14] |f:2.3|. Run in O (water). Starting materials: C(CCC)OC(C(NC(=O)OC(C)(C)C)C1=C(C=C(C=C1)O)O)=O (N-t-butoxycarbonyl-2-(2,4-dihydroxyphenyl)glycine n-butyl ester), C(CCC)OC(C(NC(=O)OC(C)(C)C)C1=C(C=C(C=C1)O)O)=O (N-t-butoxycarbonyl-2-(2,4-dihydroxyphenyl)glycine n-butyl ester), CO (methanol), C([O-])(O)=O.[Na+] (sodium bicarbonate). The product is C(C)(C)(C)OC(=O)NC(C(=O)O)C1=C(C=C(C=C1)O)O (N-t-butoxycarbonyl-2-(2,4-dihydroxyphenyl)glycine). Procedure details: To a boiling solution of 23 g. (0.067 mol.) of N-t-butoxycarbonyl-2-(2,4-dihydroxyphenyl)glycine n-butyl ester in 300 ml. of methanol was slowly added a solution of 23 g. of sodium bicarbonate in 300 ml. of water. During addition, the reaction mixture was kept under a nitrogen atmosphere and the methanol was allowed to distill from the mixture. When all the methanol had been distilled the mixture was cooled, adjusted to pH 7.0 with phosphoric acid and extracted with ethyl acetate. The aqueous ph... Reported procedure: A commercial sample of 3-nitrophthalic acid (20% 4-nitro by TLC) is dissolved in 150 ml. of hot water, filtered and cooled for 2 hours to give 13 g. of pure 3-nitrophthalic acid as a white solid. The recrystallized 3-nitrophthalic acid (13 g., 0.062 mole) is dissolved in methanol (200 ml.) and hydrogenated over platinic oxide (50 mg.) at 25 psi. When uptake ceases (one hour), the mixture is filtered and evaporated to 12.4 g. of solid 3-aminophthalic acid. The product is NC1=C(C(C(=O)O)=CC=C1)C(=O)O (3-Aminophthalic acid). As a reaction SMILES: [N+:1]([C:4]1[CH:12]=[CH:11][CH:10]=[C:6]([C:7]([OH:9])=[O:8])[C:5]=1[C:13]([OH:15])=[O:14])([O-])=O>CO>[NH2:1][C:4]1[CH:12]=[CH:11][CH:10]=[C:6]([C:7]([OH:9])=[O:8])[C:5]=1[C:13]([OH:15])=[O:14]. The solvent is CO (methanol). Starting materials: [N+](=O)([O-])C1=C(C(C(=O)O)=CC=C1)C(=O)O (3-nitrophthalic acid), oxide, [N+](=O)([O-])C1=C(C(C(=O)O)=CC=C1)C(=O)O (3-nitrophthalic acid), [N+](=O)([O-])C1=C(C(C(=O)O)=CC=C1)C(=O)O (3-nitrophthalic acid). Starting materials: CCOC(=O)CSc1cnc(N)s1, CC1CCC(N(CCCc2cccc(Cl)c2)C(=O)Nc2ncc(SCC(=O)O)s2)CC1, COc1ccc(C(=O)CCC(=O)O)cc1F. Product: COc1ccc(C(O)CCCN(C(=O)Nc2ncc(SCC(=O)O)s2)C2CCC(C)CC2)cc1F. Reaction SMILES: [CH2:48]([O:49][C:50](=[O:51])[CH2:52][S:53][c:54]1[s:55][c:56]([NH2:57])[n:58][cH:59]1)[CH3:60].[Cl:1][c:2]1[cH:3][c:4]([CH2:8][CH2:9][CH2:10][N:11]([C:12]([NH:13][c:14]2[s:15][c:16]([S:19][CH2:20][C:21](=[O:22])[OH:23])[cH:17][n:18]2)=[O:24])[CH:25]2[CH2:26][CH2:27][CH:28]([CH3:31])[CH2:29][CH2:30]2)[cH:5][cH:6][cH:7]1.[F:32][c:33]1[cH:34][c:35]([C:41]([CH2:42][CH2:43][C:44]([OH:45])=[O:46])=[O:47])[cH:36][cH:37][c:38]1[O:39][CH3:40]>>[CH2:8]([CH2:9][CH2:10][N:11]([C:12]([NH:13][c:14]1[s:15][c:16]([S:19][CH2:20][C:21](=[O:22])[OH:23])[cH:17][n:18]1)=[O:24])[CH:25]1[CH2:26][CH2:27][CH:28]([CH3:31])[CH2:29][CH2:30]1)[CH:41]([c:35]1[cH:34][c:33]([F:32])[c:38]([O:39][CH3:40])[cH:37][cH:36]1)[OH:47]. Starting materials: OCc1ccc2c(c1)COC2, ClCCl. Product: O=Cc1ccc2c(c1)COC2. RXN SMILES: [CH2:1]1[O:2][CH2:3][c:4]2[cH:5][c:6]([CH2:10][OH:11])[cH:7][cH:8][c:9]21.[Cl:12][CH2:13][Cl:14]>>[CH2:1]1[O:2][CH2:3][c:4]2[cH:5][c:6]([CH:10]=[O:11])[cH:7][cH:8][c:9]21. Starting materials: IC[C@@H](C)C1CCN(CC1)C(=O)OC(C)(C)C (1-iodo-2-(S)-((t-butoxycarbonyl)piperidin-4-yl)propane), C1(=CC=CC=C1)P(C1=CC=CC=C1)C1=CC=CC=C1 (triphenylphosphine). Run in CC#N (CH3CN). Product: [I-].C(C)(C)(C)OC(=O)N1CCC(CC1)[C@@H](C[P+](C1=CC=CC=C1)(C1=CC=CC=C1)C1=CC=CC=C1)C (2-(S)-((t-Butoxycarbonyl)piperidin-4-yl)prop-1-yl triphenylphosphonium iodide). Isolated yield 72.7%. Reaction SMILES: [I:1][CH2:2][C@H:3]([CH:5]1[CH2:10][CH2:9][N:8]([C:11]([O:13][C:14]([CH3:17])([CH3:16])[CH3:15])=[O:12])[CH2:7][CH2:6]1)[CH3:4].[C:18]1([P:24]([C:31]2[CH:36]=[CH:35][CH:34]=[CH:33][CH:32]=2)[C:25]2[CH:30]=[CH:29][CH:28]=[CH:27][CH:26]=2)[CH:23]=[CH:22][CH:21]=[CH:20][CH:19]=1>CC#N>[I-:1].[C:14]([O:13][C:11]([N:8]1[CH2:9][CH2:10][CH:5]([C@H:3]([CH3:4])[CH2:2][P+:24]([C:25]2[CH:26]=[CH:27][CH:28]=[CH:29][CH:30]=2)([C:31]2[CH:36]=[CH:35][CH:34]=[CH:33][CH:32]=2)[C:18]2[CH:19]=[CH:20][CH:21]=[CH:22][CH:23]=2)[CH2:6][CH2:7]1)=[O:12])([CH3:17])([CH3:16])[CH3:15] |f:3.4|. Reported procedure: A solution of 1.56 g (4.4 mmol) of 1-iodo-2-(S)-((t-butoxycarbonyl)piperidin-4-yl)propane (from EXAMPLE 30, Step E) and 1.31 g (5.0 mmol) of triphenylphosphine in 5 mL of CH3CN was heated at reflux for 48 h. The mixture was cooled and concentrated. The residue was triturated with ether and CH2Cl2 and the resulting solid filtered and dried to afford 1.97 g (72%) of the title compound. Starting materials: [Br-], CC[Mg+], ClCCl, Ic1ccccn1, O=C(c1cccc2cccnc12)c1cncn1C(c1ccccc1)(c1ccccc1)c1ccccc1. Product: OC(c1ccccn1)(c1cccc2cccnc12)c1cncn1C(c1ccccc1)(c1ccccc1)c1ccccc1. As a reaction SMILES: [Br-:8].[CH2:9]([Mg+:10])[CH3:11].[Cl:48][CH2:49][Cl:50].[I:1][c:2]1[n:3][cH:4][cH:5][cH:6][cH:7]1.[n:12]1[cH:13][cH:14][cH:15][c:16]2[cH:17][cH:18][cH:19][c:20]([C:22](=[O:23])[c:24]3[cH:25][n:26][cH:27][n:28]3[C:29]([c:30]3[cH:31][cH:32][cH:33][cH:34][cH:35]3)([c:36]3[cH:37][cH:38][cH:39][cH:40][cH:41]3)[c:42]3[cH:43][cH:44][cH:45][cH:46][cH:47]3)[c:21]12>>[c:2]1([C:22]([c:20]2[cH:19][cH:18][cH:17][c:16]3[cH:15][cH:14][cH:13][n:12][c:21]32)([OH:23])[c:24]2[cH:25][n:26][cH:27][n:28]2[C:29]([c:30]2[cH:31][cH:32][cH:33][cH:34][cH:35]2)([c:36]2[cH:37][cH:38][cH:39][cH:40][cH:41]2)[c:42]2[cH:43][cH:44][cH:45][cH:46][cH:47]2)[n:3][cH:4][cH:5][cH:6][cH:7]1.